The task is: describe an organic reaction: reactants, conditions, products, and yield. This data is from the Open Reaction Database (ORD), a public repository of structured organic reaction records. The reactants are Cn1cc2cccc(Br)c2n1, CC(=O)O, [Na+], [OH-], O=S(=O)(Cl)Cl. Yields the product Cn1nc2c(Br)cccc2c1Cl. As a reaction SMILES: [Br:1][c:2]1[cH:3][cH:4][cH:5][c:6]2[cH:7][n:8]([CH3:11])[n:9][c:10]12.[CH3:19][C:20](=[O:21])[OH:22].[Na+:18].[OH-:17].[S:12]([Cl:13])(=[O:14])([Cl:15])=[O:16]>>[Br:1][c:2]1[cH:3][cH:4][cH:5][c:6]2[c:7]([Cl:15])[n:8]([CH3:11])[n:9][c:10]12.